This data is from the Open Reaction Database (ORD), a public repository of structured organic reaction records. The task is: describe an organic reaction: reactants, conditions, products, and yield Reactants: CC1=C2[C@H](C(=O)[C@@]3([C@H](C[C@@H]4[C@]([C@H]3[C@@H]([C@@](C2(C)C)(C[C@@H]1OC(=O)[C@@H]([C@H](C=5C=CC=CC5)NC(=O)C=6C=CC=CC6)O)O)OC(=O)C=7C=CC=CC7)(CO4)OC(=O)C)O)C)OC(=O)C (paclitaxel), Cl.C(C1=CN=CC=C1)(=O)Cl (nicotinoyl chloride hydrochloride). RXN SMILES: [CH3:1][C:2]1[C@@H:19]([O:20][C:21]([C@H:23]([OH:40])[C@@H:24]([NH:31][C:32]([C:34]2[CH:35]=[CH:36][CH:37]=[CH:38][CH:39]=2)=[O:33])[C:25]2[CH:26]=[CH:27][CH:28]=[CH:29][CH:30]=2)=[O:22])[CH2:18][C@:14]2([OH:41])[C:15]([CH3:17])([CH3:16])[C:3]=1[C@@H:4]([O:59][C:60]([CH3:62])=[O:61])[C:5]([C@@:7]1([CH3:58])[C@H:12]([C@@H:13]2[O:42][C:43]([C:45]2[CH:46]=[CH:47][CH:48]=[CH:49][CH:50]=2)=[O:44])[C@:11]2([O:53][C:54]([CH3:56])=[O:55])[CH2:51][O:52][C@@H:10]2[CH2:9][C@@H:8]1[OH:57])=[O:6].Cl.[C:64](Cl)(=[O:71])[C:65]1[CH:70]=[CH:69][CH:68]=[N:67][CH:66]=1>N1C=CC=CC=1.ClCCl>[C:60]([O:59][C@@H:4]1[C:3]2[C:15]([CH3:16])([CH3:17])[C@@:14]([OH:41])([CH2:18][C@H:19]([O:20][C:21](=[O:22])[C@H:23]([O:40][C:64](=[O:71])[C:65]3[CH:70]=[CH:69][CH:68]=[N:67][CH:66]=3)[C@@H:24]([NH:31][C:32](=[O:33])[C:34]3[CH:39]=[CH:38][CH:37]=[CH:36][CH:35]=3)[C:25]3[CH:26]=[CH:27][CH:28]=[CH:29][CH:30]=3)[C:2]=2[CH3:1])[C@@H:13]([O:42][C:43](=[O:44])[C:45]2[CH:50]=[CH:49][CH:48]=[CH:47][CH:46]=2)[C@@H:12]2[C@:11]3([O:53][C:54](=[O:55])[CH3:56])[CH2:51][O:52][C@@H:10]3[CH2:9][C@H:8]([OH:57])[C@@:7]2([CH3:58])[C:5]1=[O:6])(=[O:61])[CH3:62] |f:1.2|. Run in ClCCl (dichloromethane), ClCCl (dichloromethane). Conditions: time 24 hour. The product is solid [ 310 ], C(C)(=O)O[C@H]1C([C@]2([C@@H]([C@]3([C@H](OC3)C[C@@H]2O)OC(C)=O)[C@@H]([C@@]2(C[C@@H](C(=C1C2(C)C)C)OC([C@@H]([C@H](C2=CC=CC=C2)NC(C2=CC=CC=C2)=O)OC(C2=CN=CC=C2)=O)=O)O)OC(C2=CC=CC=C2)=O)C)=O ((2aR,4S,4aS,6R,9S,11S,12S,12aR,12bS)-9-(((2R,3S)-3-benzamido-2-(nicotinoyloxy)-3-phenylpropanoyl)oxy)-12-(benzoyloxy)-4,11-dihydroxy-4a,8,13,13-tetramethyl-5-oxo-2a,3,4,4a,5,6,9,10,11,12,12a,12b-dodecahydro-1H-7,11-methanocyclodeca[3,4]benzo[1,2-b]oxete-6,12b-diyl diacetate). Reported procedure: 4 drops of pyridine were added to a solution of paclitaxel [4114] (0.10 g, 0.117 mmol 1.0 eq) of in dry dichloromethane under argon atmosphere. At 0° C., nicotinoyl chloride hydrochloride [296] (0.17 g, 1.17 mmol 10.0 eq) was added. The reaction mixture was stirred at room temperature for 24 hours. After 24 hours, the mixture was diluted with dichloromethane (25 ml) and washed with a 10% solution of NaHCO3 (15 ml) and brine (10 ml) followed by drying over anhydrous sodium sulfate. Evaporation of... Reagents/catalysts: N1=CC=CC=C1 (pyridine). Isolated yield 44.6%. Reactants: bis(tri-n-butyl)tin oxide, N1N=NN=C1C=1C=C(OC2=CC3=C(N4C(NS3(=O)=O)CCC4)C=C2)C=CC1 (7-[3-(1H-Tetrazol-5-yl)phenoxy]-2,3,3a,4-tetrahydro-1H-pyrrolo[2,1-c][1,2,4]benzothiadiazine 5,5-dioxide), C(C)O (ethanol), 1- and 2-methyl-2H-tetrazol. Run at time 8 hour. Yields the product CN1NNN=C1C=1C=C(OC2=CC3=C(N4C(=NS3(=O)=O)CCC4)C=C2)C=CC1 (7-[3-(1-Methyl-2H-tetrazol-5-yl)phenoxy]-2,3-dihydro-1H-pyrrolo[2,1-c][1,2,4]benzothiadiazine 5,5-dioxide). Reaction SMILES: [NH:1]1[C:5]([C:6]2[CH:7]=[C:8]([CH:25]=[CH:26][CH:27]=2)[O:9][C:10]2[CH:24]=[CH:23][C:13]3[N:14]4[CH2:22][CH2:21][CH2:20][CH:15]4[NH:16][S:17](=[O:19])(=[O:18])[C:12]=3[CH:11]=2)=[N:4][N:3]=[N:2]1.[CH2:28](O)C>>[CH3:28][N:1]1[C:5]([C:6]2[CH:7]=[C:8]([CH:25]=[CH:26][CH:27]=2)[O:9][C:10]2[CH:24]=[CH:23][C:13]3[N:14]4[CH2:22][CH2:21][CH2:20][C:15]4=[N:16][S:17](=[O:19])(=[O:18])[C:12]=3[CH:11]=2)=[N:4][NH:3][NH:2]1. Procedure details: 200 μl (0.39 mmol) of bis(tri-n-butyl)tin oxide are added to a suspension of the product obtained in Example 1 (300 mg, 0.78 mmol) in 20 ml of anhydrous ethanol and the solution is refluxed for 10 minutes. The ethanol is evaporated off, 1 ml of methyl iodide is added and stirring is carried out at ambient temperature overnight. The precipitate is filtered off to yield a mixture of the 1- and 2-methyl-2H-tetrazol isomers which is purified to yield the title product. Starting materials: C=Cc1ccccc1, CCN1CCc2[nH]c3ccc(C)cc3c2C1, [H-], [Na+], CN(C)C=O. Yields the product CCN1CCc2c(c3cc(C)ccc3n2CCc2ccccc2)C1. Reaction SMILES: [CH2:17]=[CH:18][c:19]1[cH:20][cH:21][cH:22][cH:23][cH:24]1.[CH2:1]([CH3:2])[N:3]1[CH2:4][c:5]2[c:6]([nH:7][c:8]3[cH:9][cH:10][c:11]([CH3:14])[cH:12][c:13]23)[CH2:15][CH2:16]1.[H-:26].[Na+:25].[O:27]=[CH:28][N:29]([CH3:30])[CH3:31]>>[CH2:1]([CH3:2])[N:3]1[CH2:4][c:5]2[c:6]([n:7]([CH2:17][CH2:18][c:19]3[cH:20][cH:21][cH:22][cH:23][cH:24]3)[c:8]3[cH:9][cH:10][c:11]([CH3:14])[cH:12][c:13]23)[CH2:15][CH2:16]1. Product: FC1=C(C=NC(COC)(C)C)C=CC(=C1)F (N-(2,4-difluorobenzylidene)-N-[dimethyl(methoxymethyl)methyl]amine). As a reaction SMILES: Cl.[NH2:2][C:3]([CH3:8])([CH3:7])[CH2:4][O:5][CH3:6].[F:9][C:10]1[CH:17]=[C:16]([F:18])[CH:15]=[CH:14][C:11]=1[CH:12]=O>C1(C)C=CC=CC=1>[F:9][C:10]1[CH:17]=[C:16]([F:18])[CH:15]=[CH:14][C:11]=1[CH:12]=[N:2][C:3]([CH3:8])([CH3:7])[CH2:4][O:5][CH3:6] |f:0.1|. Reported procedure: To a solution of the obtained 2-amino-2-methyl-1-methoxypropane hydrochloride (422 mg, 2.08 mmol) in toluene (7 ml) was added 2,4-difluorobenzaldehyde (310 mg, 2.18 mmol) and stirred under reflux using a Dean-Stark trap to remove water for 1 hour. Then triethylamine (1.0 ml) was added to the mixture and stirred for 6 hours. The precipitated hydrochloride was filtered off and the solvent was evaporated to give the crude title compound (547.5 mg). The reactants are Cl.NC(COC)(C)C (2-amino-2-methyl-1-methoxypropane hydrochloride), FC1=C(C=O)C=CC(=C1)F (2,4-difluorobenzaldehyde). Isolated yield 115.8%. The solvent is C1(=CC=CC=C1)C (toluene). Reactants: CC(C)(C)[Si](Oc1ccc(OCC2CO2)cc1)(c1ccccc1)c1ccccc1, CO, O=CO, ClC(Cl)Cl, COc1cccc(CNC(=O)N2CCC(Nc3ccc(CCN)cc3)CC2)c1OC. Product: COc1cccc(CNC(=O)N2CCC(Nc3ccc(CCNCC(O)COc4ccc(O[Si](c5ccccc5)(c5ccccc5)C(C)(C)C)cc4)cc3)CC2)c1OC. Reaction SMILES: [C:34]([CH3:35])([CH3:36])([CH3:37])[Si:38]([c:39]1[cH:40][cH:41][cH:42][cH:43][cH:44]1)([c:45]1[cH:46][cH:47][cH:48][cH:49][cH:50]1)[O:51][c:52]1[cH:53][cH:54][c:55]([O:58][CH2:59][CH:60]2[O:61][CH2:62]2)[cH:56][cH:57]1.[CH3:63][OH:64].[CH:1]([OH:2])=[O:3].[CH:65]([Cl:66])([Cl:67])[Cl:68].[NH2:4][CH2:5][CH2:6][c:7]1[cH:8][cH:9][c:10]([NH:11][CH:12]2[CH2:13][CH2:14][N:15]([C:18](=[O:19])[NH:20][CH2:21][c:22]3[c:23]([O:30][CH3:31])[c:24]([O:28][CH3:29])[cH:25][cH:26][cH:27]3)[CH2:16][CH2:17]2)[cH:32][cH:33]1>>[NH:4]([CH2:5][CH2:6][c:7]1[cH:8][cH:9][c:10]([NH:11][CH:12]2[CH2:13][CH2:14][N:15]([C:18](=[O:19])[NH:20][CH2:21][c:22]3[c:23]([O:30][CH3:31])[c:24]([O:28][CH3:29])[cH:25][cH:26][cH:27]3)[CH2:16][CH2:17]2)[cH:32][cH:33]1)[CH2:62][CH:60]([CH2:59][O:58][c:55]1[cH:54][cH:53][c:52]([O:51][Si:38]([C:34]([CH3:35])([CH3:36])[CH3:37])([c:39]2[cH:40][cH:41][cH:42][cH:43][cH:44]2)[c:45]2[cH:46][cH:47][cH:48][cH:49][cH:50]2)[cH:57][cH:56]1)[OH:61].